This data is from the Open Reaction Database (ORD), a public repository of structured organic reaction records. The task is: describe an organic reaction: reactants, conditions, products, and yield Starting materials: C([O-])([O-])=O.[Na+].[Na+] (Sodium carbonate), N1N=NC2=C1C=CC=C2 (benzotriazole), ClCC(=O)OCC (ethyl chloroacetate). The solvent is CN(C=O)C (dimethylformamide). Conditions: temperature 40 celsius, time 17 hour. Product: C(C)OC(CN1N=C2C(=N1)C=CC=C2)=O (ethyl-2-(2-benzotriazolyl)acetate). As a reaction SMILES: [NH:1]1[C:5]2[CH:6]=[CH:7][CH:8]=[CH:9][C:4]=2[N:3]=[N:2]1.C(=O)([O-])[O-].[Na+].[Na+].Cl[CH2:17][C:18]([O:20][CH2:21][CH3:22])=[O:19]>CN(C)C=O>[CH2:21]([O:20][C:18](=[O:19])[CH2:17][N:2]1[N:3]=[C:4]2[CH:9]=[CH:8][CH:7]=[CH:6][C:5]2=[N:1]1)[CH3:22] |f:1.2.3|. Procedure details: 59.5 g benzotriazole (0.50 mol) was dissolved in 700 ml dimethylformamide. 160 g Sodium carbonate (1.5 mol) was added and then dropwise 73.5 g ethyl chloroacetate (0.60 mol). The stirred mixture was slowly heated to 40° C., and kept ac that temperature for 17 h. The solvent was evaporated and the residue was extracted with ethyl acetate. GC showed one major and one minor product. The minor product ethyl-2-(2-benzotriazolyl)acetate was isolated by fractional crystallization from cold mixtures of ... Starting materials: [OH-].[Na+] (NaOH), Cl.Cl.C1(=CC=CC=C1)[C@@H]1NCCC[C@@H]1N ((2S,3S)-2-Phenylpiperidin-3-amine Dihydrochloride), C(#N)C1(CC1)C=1C=CC(=C(C=O)C1)OC (5-(1-Cyanocyclopropyl)-2-methoxybenzaldehyde), [BH-](OC(=O)C)(OC(=O)C)OC(=O)C.[Na+] (NaBH(OAc)3). Run in C(Cl)Cl (CH2Cl2). Conditions: time 6 hour. Product: C(#N)C1(CC1)C=1C=CC(=C(CN[C@@H]2[C@@H](NCCC2)C2=CC=CC=C2)C1)OC ((2S,3S)-3-(5-(1-Cyanocyclopropyl)-2-methoxybenzyl)amino-2-phenylpiperidine). The yield is 41.0%. As a reaction SMILES: Cl.Cl.[C:3]1([C@H:9]2[C@@H:14]([NH2:15])[CH2:13][CH2:12][CH2:11][NH:10]2)[CH:8]=[CH:7][CH:6]=[CH:5][CH:4]=1.[C:16]([C:18]1([C:21]2[CH:22]=[CH:23][C:24]([O:29][CH3:30])=[C:25]([CH:28]=2)[CH:26]=O)[CH2:20][CH2:19]1)#[N:17].[BH-](OC(C)=O)(OC(C)=O)OC(C)=O.[Na+].[OH-].[Na+]>C(Cl)Cl>[C:16]([C:18]1([C:21]2[CH:22]=[CH:23][C:24]([O:29][CH3:30])=[C:25]([CH:28]=2)[CH2:26][NH:15][C@H:14]2[CH2:13][CH2:12][CH2:11][NH:10][C@H:9]2[C:3]2[CH:4]=[CH:5][CH:6]=[CH:7][CH:8]=2)[CH2:20][CH2:19]1)#[N:17] |f:0.1.2,4.5,6.7|. Reported procedure: To a stirred suspension of Compound 3 (150 mg, 0.60 mmol) and Compound 2 (145 mg, 0.72 mmol) in dry CH2Cl2 (5 ml) was added NaBH(OAc)3 (358 mg, 1.68 mmol) portionwise at room temperature. The reaction mixture was stirred at room temperature for 6 h. The mixture was basified to pH10-11 with 10% NaOH aq. with ice-cooling. The organic layer was separated and the aqueous layer was extracted with CH2Cl2. The combined solution was washed with brine, dried (MgSO4) and concentrated in vacuo to give crud... Starting materials: C1(=CC=CC=C1)P(C1=CC=CC=C1)C1=CC=CC=C1 (triphenylphosphine), C(C)(=O)C1CCN(CC1)C(=O)OC(C)(C)C (4-Acetyl-1-(t-butoxycarbonyl)piperidine), CCOCC (ether), C(Br)(Br)(Br)Br (carbon tetrabromide). The solvent is C(Cl)Cl (DCM), C(Cl)Cl (DCM), hexanes, C(Cl)Cl (DCM). Run at time 40 minute. Yields the product C(C)(C)(C)OC(=O)N1CCC(CC1)C=C(Br)Br (1-(t-Butoxycarbonyl)-4-(2,2-dibromoethen-1-yl)-piperidine). Isolated yield 79.8%. RXN SMILES: [C:1]([Br:5])(Br)(Br)[Br:2].C1(P(C2C=CC=CC=2)C2C=CC=CC=2)C=CC=CC=1.[C:25]([CH:28]1[CH2:33][CH2:32][N:31]([C:34]([O:36][C:37]([CH3:40])([CH3:39])[CH3:38])=[O:35])[CH2:30][CH2:29]1)(=O)C.CCOCC>C(Cl)Cl>[C:37]([O:36][C:34]([N:31]1[CH2:32][CH2:33][CH:28]([CH:25]=[C:1]([Br:5])[Br:2])[CH2:29][CH2:30]1)=[O:35])([CH3:40])([CH3:38])[CH3:39]. Procedure: A solution of 48.615 g (146.6 mmole) carbon tetrabromide in 150 mL DCM was added dropwise with stirring to a solution of 76.895 g (293.2 mmole) triphenylphosphine in 150 mL DCM in a 1-L rb flask with ice bath cooling over 1.75 hours. After 40 minutes, a solution of 15.631 g (73.29 mmole) 1-(t-butoxycarbonyl)-4-formyl-piperidine (from Step 2 above) in 100 mL DCM was added to the resulting brown suspension with stirring and cooling over 40 minutes. After one hour, 200 mL ether and 400 mL hexanes w...